Dataset: the Open Reaction Database (ORD), a public repository of structured organic reaction records. Task: describe an organic reaction: reactants, conditions, products, and yield Starting materials: Nc1cccc(-c2nc(N3CCOCC3)sc2-c2ccnc(Cl)n2)c1F, O=S(=O)(Cl)c1c(F)cccc1F, c1ccncc1. The product is O=S(=O)(Nc1cccc(-c2nc(N3CCOCC3)sc2-c2ccnc(Cl)n2)c1F)c1c(F)cccc1F. As a reaction SMILES: [Cl:1][c:2]1[n:3][cH:4][cH:5][c:6](-[c:8]2[c:9](-[c:19]3[c:20]([F:26])[c:21]([NH2:22])[cH:23][cH:24][cH:25]3)[n:10][c:11]([N:13]3[CH2:14][CH2:15][O:16][CH2:17][CH2:18]3)[s:12]2)[n:7]1.[F:27][c:28]1[c:29]([S:35](=[O:36])(=[O:37])[Cl:38])[c:30]([F:34])[cH:31][cH:32][cH:33]1.[cH:39]1[cH:40][cH:41][n:42][cH:43][cH:44]1>>[Cl:1][c:2]1[n:3][cH:4][cH:5][c:6](-[c:8]2[c:9](-[c:19]3[c:20]([F:26])[c:21]([NH:22][S:35]([c:29]4[c:28]([F:27])[cH:33][cH:32][cH:31][c:30]4[F:34])(=[O:36])=[O:37])[cH:23][cH:24][cH:25]3)[n:10][c:11]([N:13]3[CH2:14][CH2:15][O:16][CH2:17][CH2:18]3)[s:12]2)[n:7]1. Reactants: COC1=CC=CC2=C1S(CC1=C2N(N=C1C(=O)OCC)C1=CC=CC=C1)(=O)=O (ethyl 6-methoxy-1-phenyl-1,4-dihydrothiochromeno[4,3-c]pyrazole-3-carboxylate 5,5-dioxide), [OH-].[Na+] (NaOH). Run in C1CCOC1 (THF). Conditions: time 4 hour. Yields the product COC1=CC=CC2=C1S(CC1=C2N(N=C1C(=O)O)C1=CC=CC=C1)(=O)=O (6-methoxy-1-phenyl-1,4-dihydrothiochromeno[4,3-c]pyrazole-3-carboxylic acid 5,5-dioxide). The yield is 94.7%. As a reaction SMILES: [CH3:1][O:2][C:3]1[C:8]2[S:9](=[O:28])(=[O:27])[CH2:10][C:11]3[C:15]([C:16]([O:18]CC)=[O:17])=[N:14][N:13]([C:21]4[CH:26]=[CH:25][CH:24]=[CH:23][CH:22]=4)[C:12]=3[C:7]=2[CH:6]=[CH:5][CH:4]=1.[OH-].[Na+]>C1COCC1>[CH3:1][O:2][C:3]1[C:8]2[S:9](=[O:28])(=[O:27])[CH2:10][C:11]3[C:15]([C:16]([OH:18])=[O:17])=[N:14][N:13]([C:21]4[CH:22]=[CH:23][CH:24]=[CH:25][CH:26]=4)[C:12]=3[C:7]=2[CH:6]=[CH:5][CH:4]=1 |f:1.2|. Reported procedure: To a solution of ethyl 6-methoxy-1-phenyl-1,4-dihydrothiochromeno[4,3-c]pyrazole-3-carboxylate 5,5-dioxide (0.23 g, 0.57 mmol) in THF (10 mL) is added aq. solution of NaOH (2.8 mL, 1 M, 2.85 mmol, 5 Eq) at 0° C. and the reaction mixture is stirred for 4 h. The solvent is removed under reduced pressure and aq. solution of HCl 1 M is added. The product is extracted with EtOAc (2×). The organic layer is washed with brine, dried over MgSO4 and concentrated under reduced pressure to afford 0.2 g (70%... Reactants: CCCCO, CN(C)CC(O)COc1ccc(N)cc1, CO, CCc1ccccc1Nc1ccnc(Cl)n1, Cl. Yields the product CCc1ccccc1Nc1ccnc(Nc2ccc(OCC(O)CN(C)C)cc2)n1. RXN SMILES: [CH2:33]([OH:34])[CH2:35][CH2:36][CH3:37].[CH3:18][N:19]([CH3:20])[CH2:21][CH:22]([CH2:23][O:24][c:25]1[cH:26][cH:27][c:28]([NH2:29])[cH:30][cH:31]1)[OH:32].[CH3:38][OH:39].[Cl:1][c:2]1[n:3][cH:4][cH:5][c:6]([NH:8][c:9]2[c:10]([CH2:15][CH3:16])[cH:11][cH:12][cH:13][cH:14]2)[n:7]1.[ClH:17]>>[c:2]1([NH:29][c:28]2[cH:27][cH:26][c:25]([O:24][CH2:23][CH:22]([CH2:21][N:19]([CH3:18])[CH3:20])[OH:32])[cH:31][cH:30]2)[n:3][cH:4][cH:5][c:6]([NH:8][c:9]2[c:10]([CH2:15][CH3:16])[cH:11][cH:12][cH:13][cH:14]2)[n:7]1.